Dataset: the Open Reaction Database (ORD), a public repository of structured organic reaction records. Task: describe an organic reaction: reactants, conditions, products, and yield Starting materials: C(C)C1=CC=C2C(=C(C=NC2=C1)C(=O)O)O (7-Ethyl-4-hydroxyquinoline-3-carboxylic acid). The solvent is petroleum ether, C1(=CC=CC=C1)OC1=CC=CC=C1 (diphenyl ether). Yields the product C(C)C1=CC=C2C(=CC=NC2=C1)O (7-ethyl-4-hydroxyquinoline). RXN SMILES: [CH2:1]([C:3]1[CH:12]=[C:11]2[C:6]([C:7]([OH:16])=[C:8](C(O)=O)[CH:9]=[N:10]2)=[CH:5][CH:4]=1)[CH3:2]>C1(OC2C=CC=CC=2)C=CC=CC=1>[CH2:1]([C:3]1[CH:12]=[C:11]2[C:6]([C:7]([OH:16])=[CH:8][CH:9]=[N:10]2)=[CH:5][CH:4]=1)[CH3:2]. Procedure details: 7-Ethyl-4-hydroxyquinoline-3-carboxylic acid (200.8 g.) was added portionwise during 70 minutes to boiling diphenyl ether (1.64 liters). The stirring mixture was cooled to room temperature and an equal volume of petroleum ether (b.p. 60°-80°) added. The brown solid was collected and crystallised from water to give the novel 7-ethyl-4-hydroxyquinoline m.p. 148°-152°. The reactants are Cn1c(-c2ccc(CBr)cc2)cc2onc(-c3ccccc3)c2c1=O, CNC, Cc1ccccc1. The product is CN(C)Cc1ccc(-c2cc3onc(-c4ccccc4)c3c(=O)n2C)cc1. Reaction SMILES: [CH3:1][n:2]1[c:3](=[O:25])[c:4]2[c:5]([cH:6][c:7]1-[c:8]1[cH:9][cH:10][c:11]([CH2:14][Br:15])[cH:12][cH:13]1)[o:16][n:17][c:18]2-[c:19]1[cH:20][cH:21][cH:22][cH:23][cH:24]1.[CH3:26][NH:27][CH3:28].[CH3:29][c:30]1[cH:31][cH:32][cH:33][cH:34][cH:35]1>>[CH3:1][n:2]1[c:3](=[O:25])[c:4]2[c:5]([cH:6][c:7]1-[c:8]1[cH:9][cH:10][c:11]([CH2:14][N:27]([CH3:26])[CH3:28])[cH:12][cH:13]1)[o:16][n:17][c:18]2-[c:19]1[cH:20][cH:21][cH:22][cH:23][cH:24]1.